From a dataset of the Open Reaction Database (ORD), a public repository of structured organic reaction records. describe an organic reaction: reactants, conditions, products, and yield Reactants: NC1=NC=C(C#N)C(=C1)F (6-amino-4-fluoronicotinonitrile), S1C(=CC=C1)CO (thiophen-2-ylmethanol), NC1=NC=C(C#N)C(=C1)OC(C)C (6-amino-4-isopropoxynicotinonitrile). Product: NC1=NC=C(C#N)C(=C1)OCC=1SC=CC1 (6-amino-4-(thiophen-2-ylmethoxy)nicotinonitrile). As a reaction SMILES: [NH2:1][C:2]1[CH:9]=[C:8](F)[C:5]([C:6]#[N:7])=[CH:4][N:3]=1.[S:11]1[CH:15]=[CH:14][CH:13]=[C:12]1[CH2:16][OH:17].NC1C=C(OC(C)C)C(C#N)=CN=1>>[NH2:1][C:2]1[CH:9]=[C:8]([O:17][CH2:16][C:12]2[S:11][CH:15]=[CH:14][CH:13]=2)[C:5]([C:6]#[N:7])=[CH:4][N:3]=1. Procedure details: From intermediate 21 and thiophen-2-ylmethanol, synthesised in an analogous manner to intermediate 97, the title compound was obtained as a pale-yellow solid. (UPLC-MS 3) tR 0.75; ESI-MS 232.1 [M+H]+. The reactants are raw materials, C(C1=CC=CC=C1)NC([C@@H](CO)NC(=O)OC(C)(C)C)=O ((R)-N-benzyl-2-(tert-butoxycarbonylamino)-3-hydroxypropionamide), ClCCl (dichloromethane), [OH-].[Na+] (sodium hydroxide), Cl (hydrochloric acid). Reported procedure: To a 500 mL four-neck round bottom flask, 34.0 g (R)-N-benzyl-2-(tert-butoxycarbonylamino)-3-hydroxypropionamide and 350 mL dichloromethane were added, and the mixture was stirred to obtain a clear solution. At 20-25° C., 40.0 g concentrated hydrochloric acid (having a mass concentration of 36.0%) was added, and the reaction was continued. TLC tracking was performed, till the raw materials were completely converted. After the reaction was completed, the temperature was decreased to 20° C. The mi... RXN SMILES: [CH2:1]([NH:8][C:9](=[O:21])[C@H:10]([NH:13]C(OC(C)(C)C)=O)[CH2:11][OH:12])[C:2]1[CH:7]=[CH:6][CH:5]=[CH:4][CH:3]=1.ClCCl.Cl.[OH-].[Na+]>O>[NH2:13][C@H:10]([CH2:11][OH:12])[C:9]([NH:8][CH2:1][C:2]1[CH:7]=[CH:6][CH:5]=[CH:4][CH:3]=1)=[O:21] |f:3.4|. The yield is 73.5%. The solvent is O (water). The product is N[C@@H](C(=O)NCC1=CC=CC=C1)CO ((R)-2-amino-N-benzyl-3-hydroxypropionamide).